Dataset: the Open Reaction Database (ORD), a public repository of structured organic reaction records. Task: describe an organic reaction: reactants, conditions, products, and yield Starting materials: O=C1CCC(=O)N1Br, ClCCl, Cc1nnnn1-c1ccc(C(CC2CCCC2)C(=O)O)cc1F, Nc1nccs1, c1ccc(P(c2ccccc2)c2ccccc2)cc1. Product: Cc1nnnn1-c1ccc(C(CC2CCCC2)C(=O)Nc2nccs2)cc1F. Reaction SMILES: [Br:20][N:21]1[C:22](=[O:23])[CH2:24][CH2:25][C:26]1=[O:27].[CH2:57]([Cl:58])[Cl:59].[CH:28]1([CH2:33][CH:34]([C:35](=[O:36])[OH:37])[c:38]2[cH:39][c:40]([F:50])[c:41](-[n:44]3[n:45][n:46][n:47][c:48]3[CH3:49])[cH:42][cH:43]2)[CH2:29][CH2:30][CH2:31][CH2:32]1.[NH2:51][c:52]1[s:53][cH:54][cH:55][n:56]1.[c:1]1([P:2]([c:3]2[cH:4][cH:5][cH:6][cH:7][cH:8]2)[c:9]2[cH:10][cH:11][cH:12][cH:13][cH:14]2)[cH:15][cH:16][cH:17][cH:18][cH:19]1>>[CH:28]1([CH2:33][CH:34]([C:35](=[O:37])[NH:51][c:52]2[s:53][cH:54][cH:55][n:56]2)[c:38]2[cH:39][c:40]([F:50])[c:41](-[n:44]3[n:45][n:46][n:47][c:48]3[CH3:49])[cH:42][cH:43]2)[CH2:29][CH2:30][CH2:31][CH2:32]1. Reactants: Cc1ccc(S(=O)(=O)n2cc(I)c3cc(Br)cnc32)cc1, O=C([O-])[O-], COc1ccccc1B(O)O, CC#N, CCOC(C)=O, [Na+], [Na+], Cl[Pd]Cl, c1ccc(P(c2ccccc2)c2ccccc2)cc1, c1ccc(P(c2ccccc2)c2ccccc2)cc1. Yields the product COc1ccccc1-c1cn(S(=O)(=O)c2ccc(C)cc2)c2ncc(Br)cc12. As a reaction SMILES: [Br:1][c:2]1[cH:3][c:4]2[c:5]([n:6][cH:7]1)[n:8]([S:12](=[O:13])(=[O:14])[c:15]1[cH:16][cH:17][c:18]([CH3:21])[cH:19][cH:20]1)[cH:9][c:10]2[I:11].[C:36](=[O:37])([O-:38])[O-:39].[CH3:22][O:23][c:24]1[c:25]([B:30]([OH:31])[OH:32])[cH:26][cH:27][cH:28][cH:29]1.[CH3:33][C:34]#[N:35].[CH3:42][CH2:43][O:44][C:45]([CH3:46])=[O:47].[Na+:40].[Na+:41].[Pd:48]([Cl:49])[Cl:50].[c:51]1([P:52]([c:53]2[cH:54][cH:55][cH:56][cH:57][cH:58]2)[c:59]2[cH:60][cH:61][cH:62][cH:63][cH:64]2)[cH:65][cH:66][cH:67][cH:68][cH:69]1.[c:70]1([P:71]([c:72]2[cH:73][cH:74][cH:75][cH:76][cH:77]2)[c:78]2[cH:79][cH:80][cH:81][cH:82][cH:83]2)[cH:84][cH:85][cH:86][cH:87][cH:88]1>>[Br:1][c:2]1[cH:3][c:4]2[c:5]([n:6][cH:7]1)[n:8]([S:12](=[O:13])(=[O:14])[c:15]1[cH:16][cH:17][c:18]([CH3:21])[cH:19][cH:20]1)[cH:9][c:10]2-[c:25]1[c:24]([O:23][CH3:22])[cH:29][cH:28][cH:27][cH:26]1. The reactants are OC1=CC=C(OCC(=O)OCC)C=C1 (ethyl 4-hydroxyphenoxyacetate), ClC1=NC(=CC2=CC=CC=C12)Cl (1,3-dichloroisoquinoline), C([O-])([O-])=O.[K+].[K+] (potassium carbonate). The solvent is CN(C=O)C (dimethylformamide). Conditions: time 3 hour. Product: ClC=1N=C(C2=CC=CC=C2C1)OC1=CC=C(OCC(=O)OCC)C=C1 (ethyl 4-(3-chloro-1-isoquinolyloxy)phenoxyacetate). Yield: 66.4%. RXN SMILES: [OH:1][C:2]1[CH:14]=[CH:13][C:5]([O:6][CH2:7][C:8]([O:10][CH2:11][CH3:12])=[O:9])=[CH:4][CH:3]=1.Cl[C:16]1[C:25]2[C:20](=[CH:21][CH:22]=[CH:23][CH:24]=2)[CH:19]=[C:18]([Cl:26])[N:17]=1.C(=O)([O-])[O-].[K+].[K+]>CN(C)C=O>[Cl:26][C:18]1[N:17]=[C:16]([O:1][C:2]2[CH:3]=[CH:4][C:5]([O:6][CH2:7][C:8]([O:10][CH2:11][CH3:12])=[O:9])=[CH:13][CH:14]=2)[C:25]2[C:20]([CH:19]=1)=[CH:21][CH:22]=[CH:23][CH:24]=2 |f:2.3.4|. Procedure details: A mixture of ethyl 4-hydroxyphenoxyacetate (1.0 g), 1,3-dichloroisoquinoline (1.0 g), anhydrous potassium carbonate (0.7 g) and dry dimethylformamide (10 ml) was heated, with stirring, at a temperature of 120°-130° C. for a period of 3 hours. The solvent was removed by distillation under reduced pressure and the residue was treated with water. The aqueous mixture was extracted with a mixture of acetone and chloroform and the solvents were removed from the organic extract by distillation under re... Reactants: COC1=C(C=CC=2C=3N(C(=NC12)N)CCN3)OC[C@@H]3OC3 (7-Methoxy-8-[(2R)-oxiran-2-ylmethoxy]-2,3-dihydroimidazo[1,2-c]quinazolin-5-amine), COC1=C(C=CC=2C=3N(C(=NC12)N)CCN3)OC[C@@H]3OC3 (7-Methoxy-8-[(2R)-oxiran-2-ylmethoxy]-2,3-dihydroimidazo[1,2-c]quinazolin-5-amine), N1CCCC1 (pyrrolidine). Solvent: CN(C)C=O (DMF). Yields the product O[C@@H](COC=1C=CC=2C=3N(C(=NC2C1OC)N)CCN3)CN3CCCC3 (N-(8-{[(2R)-2-hydroxy-3-(pyrrolidin-1-yl)propyl]oxy}-7-methoxy-2,3-dihydroimidazo[1,2-c]quinazolin-5-yl)amine). The yield is 77.8%. RXN SMILES: [CH3:1][O:2][C:3]1[C:12]2[N:11]=[C:10]([NH2:13])[N:9]3[CH2:14][CH2:15][N:16]=[C:8]3[C:7]=2[CH:6]=[CH:5][C:4]=1[O:17][CH2:18][C@H:19]1[CH2:21][O:20]1.[NH:22]1[CH2:26][CH2:25][CH2:24][CH2:23]1>CN(C=O)C>[OH:20][C@H:19]([CH2:21][N:22]1[CH2:26][CH2:25][CH2:24][CH2:23]1)[CH2:18][O:17][C:4]1[CH:5]=[CH:6][C:7]2[C:8]3[N:9]([CH2:14][CH2:15][N:16]=3)[C:10]([NH2:13])=[N:11][C:12]=2[C:3]=1[O:2][CH3:1]. Reported procedure: A solution of 7-Methoxy-8-[(2R)-oxiran-2-ylmethoxy]-2,3-dihydroimidazo[1,2-c]quinazolin-5-amine (Intermediate F, 1.00 g, 3.47 mmol) and pyrrolidine (2.87 mL, 34.7 mmol, 10 equiv.) in DMF (18 mL) was in a microwave reactor for 45 min. at 140° C. The resulting mixture was concentrated under reduced pressure. The residue (2.5 g) was purified using MPLC to give N-(8-{[(2R)-2-hydroxy-3-(pyrrolidin-1-yl)propyl]oxy}-7-methoxy-2,3-dihydroimidazo[1,2-c]quinazolin-5-yl)amine (0.97 g, 78%): HPLC ret. time ... Starting materials: COc1ccc(B(O)O)cc1, Cc1ccccc1, COc1cc2nccc(Oc3ccc(C)nc3I)c2cc1OC, [Na+], O=C([O-])O. Yields the product COc1ccc(-c2nc(C)ccc2Oc2ccnc3cc(OC)c(OC)cc23)cc1. RXN SMILES: [CH3:24][O:25][c:26]1[cH:27][cH:28][c:29]([B:32]([OH:33])[OH:34])[cH:30][cH:31]1.[CH3:40][c:41]1[cH:42][cH:43][cH:44][cH:45][cH:46]1.[I:1][c:2]1[n:3][c:4]([CH3:23])[cH:5][cH:6][c:7]1[O:8][c:9]1[cH:10][cH:11][n:12][c:13]2[cH:14][c:15]([O:21][CH3:22])[c:16]([O:19][CH3:20])[cH:17][c:18]12.[Na+:35].[OH:36][C:37](=[O:38])[O-:39]>>[c:2]1(-[c:29]2[cH:28][cH:27][c:26]([O:25][CH3:24])[cH:31][cH:30]2)[n:3][c:4]([CH3:23])[cH:5][cH:6][c:7]1[O:8][c:9]1[cH:10][cH:11][n:12][c:13]2[cH:14][c:15]([O:21][CH3:22])[c:16]([O:19][CH3:20])[cH:17][c:18]12.